Dataset: the Open Reaction Database (ORD), a public repository of structured organic reaction records. Task: describe an organic reaction: reactants, conditions, products, and yield The reactants are C(C)(=O)O[C@H](C)[C-]1C=CC=C1.[CH-]1C=CC=C1.[Fe+2] ((R)-(1-Acetoxyethyl)ferrocene), CNC (dimethylamine). Solvent: CO (methanol). Reaction conditions: time 2 day. Yields the product CN([C@H](C)[C-]1C=CC=C1)C.[CH-]1C=CC=C1.[Fe+2] ((R)-[1-(Dimethylamino)ethyl]ferrocene). Reaction SMILES: C(O[C@@H:5]([C-:7]1[CH:11]=[CH:10][CH:9]=[CH:8]1)[CH3:6])(=O)C.[CH-:12]1[CH:16]=[CH:15][CH:14]=[CH:13]1.[Fe+2:17].[CH3:18][NH:19][CH3:20]>CO>[CH3:18][N:19]([CH3:20])[C@@H:5]([C-:7]1[CH:11]=[CH:10][CH:9]=[CH:8]1)[CH3:6].[CH-:12]1[CH:16]=[CH:15][CH:14]=[CH:13]1.[Fe+2:17] |f:0.1.2,5.6.7|. Reported procedure: In a 10 l flask, 812 g of crude (R)-1-acetoxy-ethylferrocene from Example 2 was admixed under argon at 25° C. while stirring with 1.0 l of 50% strength aqueous dimethylamine solution and 1.0 l of methanol, with the temperature rising to 40° C. The reaction mixture was subsequently allowed to stand for 2 days at 25° C. The mixture was then evaporated at 50° C. in a waterpump vacuum to 1.1 kg and the residue was added to 2.0 l of 20% strength sodium hydroxide solution. Reactants: CC(Br)Br, C1CCOC1, CC(C)c1cccc(Br)c1, I, [Mg], O=C1CCCCC1. The product is CC(C)c1cccc(C2(O)CCCCC2)c1. As a reaction SMILES: [Br:3][CH:4]([Br:5])[CH3:6].[CH2:24]1[O:25][CH2:26][CH2:27][CH2:28]1.[CH:7]([CH3:8])([CH3:9])[c:10]1[cH:11][c:12]([Br:16])[cH:13][cH:14][cH:15]1.[I:2].[Mg:1].[O:17]=[C:18]1[CH2:19][CH2:20][CH2:21][CH2:22][CH2:23]1>>[CH:7]([CH3:8])([CH3:9])[c:10]1[cH:11][c:12]([C:18]2([OH:17])[CH2:19][CH2:20][CH2:21][CH2:22][CH2:23]2)[cH:13][cH:14][cH:15]1. The reactants are S(O)(O)(=O)=O (sulfuric acid), C[Si](C)(C)C#CC=1C=C(C(=O)OC)C=CN1 (methyl 2-((trimethylsilyl)ethynyl)isonicotinate), C([O-])(O)=O.[Na+] (sodium bicarbonate), S(O)(O)(=O)=O (sulfuric acid). The reagents and catalysts are C(C)(=O)[O-].[Hg+] (mercury acetate). Solvent: O1CCCC1 (tetrahydrofuran), C(C)OCC (diethyl ether). Conditions: temperature 50 celsius, time 3 hour. The product is C(C)(=O)C=1C=C(C(=O)OC)C=CN1 (methyl 2-acetylisonicotinate). RXN SMILES: S(=O)(=O)(O)O.C[Si]([C:10]#[C:11][C:12]1[CH:13]=[C:14]([CH:19]=[CH:20][N:21]=1)[C:15]([O:17][CH3:18])=[O:16])(C)C.C(=O)(O)[O-:23].[Na+]>O1CCCC1.C(OCC)C.C([O-])(=O)C.[Hg+]>[C:11]([C:12]1[CH:13]=[C:14]([CH:19]=[CH:20][N:21]=1)[C:15]([O:17][CH3:18])=[O:16])(=[O:23])[CH3:10] |f:2.3,6.7|. Procedure: Concentrated sulfuric acid (60 mL, 1.1 mol) was added to a suspension of methyl 2-((trimethylsilyl)ethynyl)isonicotinate (127 g, 0.54 mol) in tetrahydrofuran (600 mL) and mercury acetate (51.5 g, 0.16 mol). The suspension was stirred for 3 hours at 50° C. and kept overnight. The reaction mixture was diluted with diethyl ether (1.5 L) and the sulfuric acid was neutralized with saturated sodium bicarbonate (150 g, 1.7 mol). A residue of mercury salts was separated by filtration. The ether solution... Conditions: time 3 day. RXN SMILES: [NH2:1][C:2]1[N:7]=[CH:6][N:5]=[C:4]2[N:8]([C:33]3[CH:38]=[CH:37][C:36]([CH:39]=O)=[CH:35][CH:34]=3)[N:9]=[C:10]([C:11]3[CH:16]=[CH:15][C:14]([NH:17][C:18](=[O:30])[C:19]4[CH:24]=[CH:23][C:22]([C:25]([F:28])([F:27])[F:26])=[CH:21][C:20]=4[F:29])=[C:13]([O:31][CH3:32])[CH:12]=3)[C:3]=12.[OH:41][C@H:42]1[CH2:46][CH2:45][NH:44][CH2:43]1.C(O[BH-](OC(=O)C)OC(=O)C)(=O)C.[Na+].[OH-].[Na+]>ClC(Cl)C.C(O)(=O)C>[NH2:1][C:2]1[N:7]=[CH:6][N:5]=[C:4]2[N:8]([C:33]3[CH:34]=[CH:35][C:36]([CH2:39][N:44]4[CH2:45][CH2:46][C@@H:42]([OH:41])[CH2:43]4)=[CH:37][CH:38]=3)[N:9]=[C:10]([C:11]3[CH:16]=[CH:15][C:14]([NH:17][C:18](=[O:30])[C:19]4[CH:24]=[CH:23][C:22]([C:25]([F:27])([F:28])[F:26])=[CH:21][C:20]=4[F:29])=[C:13]([O:31][CH3:32])[CH:12]=3)[C:3]=12 |f:2.3,4.5|. The yield is 30.7%. Run in C(C)(=O)O (Acetic acid), ClC(C)Cl (dichloroethane). Product: NC1=C2C(=NC=N1)N(N=C2C2=CC(=C(C=C2)NC(C2=C(C=C(C=C2)C(F)(F)F)F)=O)OC)C2=CC=C(C=C2)CN2C[C@@H](CC2)O (N1-{4-[4-amino-1-(4-{[(3R)-3-hydroxytetrahydro-1H-1-pyrrolyl]methyl}phenyl)-1H-pyrazolo[3,4-d]pyrimidin-3-yl]-2-methoxyphenyl}-2-fluoro-4-(trifluoromethyl)benzamide). The reactants are [OH-].[Na+] (NaOH), O[C@@H]1CNCC1 ((S)-3-hydroxypyrrolidine), C(C)(=O)O[BH-](OC(C)=O)OC(C)=O.[Na+] (sodium triacetoxyborohydride), NC1=C2C(=NC=N1)N(N=C2C2=CC(=C(C=C2)NC(C2=C(C=C(C=C2)C(F)(F)F)F)=O)OC)C2=CC=C(C=C2)C=O (N1-{4-[4-amino-1-(4-formylphenyl)-1H-pyrazolo[3,4-d]pyrimidin-3-yl]-2-methoxyphenyl}-2-fluoro-4-(trifluoromethyl)benzamide), O[C@@H]1CNCC1 ((S)-3-hydroxypyrrolidine), C(C)(=O)O[BH-](OC(C)=O)OC(C)=O.[Na+] (sodium triacetoxyborohydride). Reported procedure: A mixture of N1-{4-[4-amino-1-(4-formylphenyl)-1H-pyrazolo[3,4-d]pyrimidin-3-yl]-2-methoxyphenyl}-2-fluoro-4-(trifluoromethyl)benzamide (0.075 g, 0.14 mmol), (S)-3-hydroxypyrrolidine (0.024 g, 0.27 mmol), and sodium triacetoxyborohydride (0.087 g, 0.41 mmol) in dichloroethane (1.4 mL) was shaken at room temperature for 3 days. Additional portions of (S)-3-hydroxypyrrolidine (0.1 mL) and sodium triacetoxyborohydride (0.084 g, 0.40 mmol) were added and the reaction mixture was shaken for 3 days. A... The reactants are N1CCC(CC1)NC1=CC(OC2=CC=C(C=C12)C=C)=O (4-(Piperidin-4-ylamino)-6-vinyl-chromen-2-one), CC=1C=C(C=O)C=CC1C (3,4-dimethylbenzaldehyde). Yields the product CC=1C=C(CN2CCC(CC2)NC2=CC(OC3=CC=C(C=C23)C=C)=O)C=CC1C (4-{1-(3,4-Dimethyl-benzyl)-piperidin-4-ylamino}-6-vinyl-chromen-2-one). RXN SMILES: [NH:1]1[CH2:6][CH2:5][CH:4]([NH:7][C:8]2[C:17]3[C:12](=[CH:13][CH:14]=[C:15]([CH:18]=[CH2:19])[CH:16]=3)[O:11][C:10](=[O:20])[CH:9]=2)[CH2:3][CH2:2]1.[CH3:21][C:22]1[CH:23]=[C:24]([CH:27]=[CH:28][C:29]=1[CH3:30])[CH:25]=O>>[CH3:21][C:22]1[CH:23]=[C:24]([CH:27]=[CH:28][C:29]=1[CH3:30])[CH2:25][N:1]1[CH2:6][CH2:5][CH:4]([NH:7][C:8]2[C:17]3[C:12](=[CH:13][CH:14]=[C:15]([CH:18]=[CH2:19])[CH:16]=3)[O:11][C:10](=[O:20])[CH:9]=2)[CH2:3][CH2:2]1. Procedure details: 4-(Piperidin-4-ylamino)-6-vinyl-chromen-2-one and 3,4-dimethylbenzaldehyde were allowed to react in a manner analogous to that previously described to give the title compound. 1H NMR (500 MHz, DMSO-D6) δ ppm 1.65 (m, 2H) 1.92 (m, 2H) 2.08 (m, 2H) 2.20 (m, 6H) 2.84 (m, 2H) 3.42 (m, 2H) 3.50 (m, 1H) 5.23 (s, 1H) 5.34 (m, 1H) 5.94 (m, 1H) 6.76 (m, 1H) 7.01 (m, 1H) 7.07 (m, 2H) 7.24 (m, 2H) 7.69 (m, 1H) 8.20 (m, 1H); MS (DCI/NH3) m/z 389 [M+H]+. Reactants: CCN=C=NCCCN(C)C, CN1CCOCC1, Nc1ccccc1NC(=O)c1nc2c(s1)CNCC2, O=C(O)CNc1ccc2c(c1)OCO2, CN(C)C=O, On1nnc2ccccc21. The product is Nc1ccccc1NC(=O)c1nc2c(s1)CN(C(=O)CNc1ccc3c(c1)OCO3)CC2. As a reaction SMILES: [CH2:25]([N:26]=[C:27]=[N:28][CH2:29][CH2:30][CH2:31][N:32]([CH3:33])[CH3:34])[CH3:35].[CH3:36][N:37]1[CH2:38][CH2:39][O:40][CH2:41][CH2:42]1.[NH2:43][c:44]1[c:45]([NH:50][C:51](=[O:52])[c:53]2[s:54][c:55]3[c:60]([n:61]2)[CH2:59][CH2:58][NH:57][CH2:56]3)[cH:46][cH:47][cH:48][cH:49]1.[O:1]1[CH2:2][O:3][c:4]2[c:5]1[cH:6][cH:7][c:8]([NH:10][CH2:11][C:12](=[O:13])[OH:14])[cH:9]2.[O:62]=[CH:63][N:64]([CH3:65])[CH3:66].[OH:15][n:16]1[c:17]2[cH:18][cH:19][cH:20][cH:21][c:22]2[n:23][n:24]1>>[O:1]1[CH2:2][O:3][c:4]2[c:5]1[cH:6][cH:7][c:8]([NH:10][CH2:11][C:12](=[O:14])[N:57]1[CH2:56][c:55]3[s:54][c:53]([C:51]([NH:50][c:45]4[c:44]([NH2:43])[cH:49][cH:48][cH:47][cH:46]4)=[O:52])[n:61][c:60]3[CH2:59][CH2:58]1)[cH:9]2.